This data is from the Open Reaction Database (ORD), a public repository of structured organic reaction records. The task is: describe an organic reaction: reactants, conditions, products, and yield Reactants: N(=O)[O-].[Na+] (sodium nitrite), Cl (hydrochloric acid), Cl.ClC1=C(N)C=C(C=C1)C (2-chloro-5-methylaniline hydrochloride), C(C)(=O)O (acetic acid), S(=O)=O (sulfur dioxide), S(=O)=O (sulfur dioxide), C(C)(=O)O (acetic acid). Reagents/catalysts: [Cu](Cl)Cl (copper chloride). Solvent: O (water), O (Water). Run at temperature 0 celsius, time 30 minute. Yields the product ClC1=C(C=C(C=C1)OC)S(=O)(=O)Cl (2-chloro-5-methoxybenzenesulfonyl chloride). As a reaction SMILES: [S:1](=[O:3])=[O:2].[ClH:4].Cl.[Cl:6][C:7]1[CH:13]=[CH:12][C:11](C)=[CH:10][C:8]=1N.N([O-])=O.[Na+].[C:19]([OH:22])(=O)C>O.[Cu](Cl)Cl>[Cl:6][C:7]1[CH:13]=[CH:12][C:11]([O:22][CH3:19])=[CH:10][C:8]=1[S:1]([Cl:4])(=[O:3])=[O:2] |f:2.3,4.5|. Procedure details: To a 3-neck flask equipped with a dry ice condenser was added acetic acid (80 mL) and copper chloride (0.8 g). The mixture was cooled to 0° C., sulfur dioxide (5 mL) was condensed into the reaction flask, and then the reaction mixture was stirred for 30 minutes. To a separate 200 mL round-bottom flask was added concentrated hydrochloric acid (32 mL), acetic acid (8 mL) and 2-chloro-5-methylaniline hydrochloride (3.2 g, 16 mmol). This mixture was cooled to 0° C., and sodium nitrite (1.25 g, 18.1 ... Starting materials: C(=O)(O)C1=CC=C(OCCCCCCCC2=CC(=NO2)C)C=C1 (5-[7-(4-carboxyphenoxy)heptyl]-3-methylisoxazole), CO (methanol). The product is COC(=O)C1=CC=C(OCCCCCCCC2=CC(=NO2)C)C=C1 (5-[7-(4-Methoxycarbonylphenoxy)heptyl]-3-methylisoxazole). Isolated yield 95.0%. As a reaction SMILES: [C:1]([C:4]1[CH:23]=[CH:22][C:7]([O:8][CH2:9][CH2:10][CH2:11][CH2:12][CH2:13][CH2:14][CH2:15][C:16]2[O:20][N:19]=[C:18]([CH3:21])[CH:17]=2)=[CH:6][CH:5]=1)([OH:3])=[O:2].[CH3:24]O>>[CH3:24][O:2][C:1]([C:4]1[CH:5]=[CH:6][C:7]([O:8][CH2:9][CH2:10][CH2:11][CH2:12][CH2:13][CH2:14][CH2:15][C:16]2[O:20][N:19]=[C:18]([CH3:21])[CH:17]=2)=[CH:22][CH:23]=1)=[O:3]. Reported procedure: [I; R is CH3, n is 7, X is O, Ar is 4--CH3OOCC6H4 ], m.p. 60° C. in 95% yield from 5-[7-(4-carboxyphenoxy)heptyl]-3-methylisoxazole (Example 16) and methanol; MIC vs. rhinovirus Type 2 in vitro=3 μg/ml. Starting materials: [Al+3], CCOC(=O)CC(c1ccc(Cl)cc1C)c1c[nH]c2c(CSCC)cccc12, Cl, [H-], [H-], [H-], [H-], [Li+], C1CCOC1. Product: CCSCc1cccc2c(C(CCO)c3ccc(Cl)cc3C)c[nH]c12. Reaction SMILES: [Al+3:30].[Cl:1][c:2]1[cH:3][c:4]([CH3:28])[c:5]([CH:8]([CH2:9][C:10](=[O:11])[O:12][CH2:13][CH3:14])[c:15]2[cH:16][nH:17][c:18]3[c:19]([CH2:24][S:25][CH2:26][CH3:27])[cH:20][cH:21][cH:22][c:23]23)[cH:6][cH:7]1.[ClH:35].[H-:29].[H-:32].[H-:33].[H-:34].[Li+:31].[O:36]1[CH2:37][CH2:38][CH2:39][CH2:40]1>>[Cl:1][c:2]1[cH:3][c:4]([CH3:28])[c:5]([CH:8]([CH2:9][CH2:10][OH:11])[c:15]2[cH:16][nH:17][c:18]3[c:19]([CH2:24][S:25][CH2:26][CH3:27])[cH:20][cH:21][cH:22][c:23]23)[cH:6][cH:7]1. The reactants are C(C)(=O)OC=1C=C(NC2=NC=NC3=CC(=C(C=C23)OC)OCC2=CC=CC=C2)C=CC1C (4-(3-acetoxy-4-methylanilino)-7-benzyloxy-6-methoxyquinazoline). Reagents/catalysts: [Pd] (palladium-on-charcoal). The solvent is CO (methanol), CN(C)C=O (DMF), ClC(Cl)Cl (trichloromethane). Run at time 30 minute. Yields the product C(C)(=O)OC=1C=C(NC2=NC=NC3=CC(=C(C=C23)OC)O)C=CC1C (4-(3-acetoxy-4-methylanilino)-7-hydroxy-6-methoxyquinazoline). Yield: 107.6%. As a reaction SMILES: [C:1]([O:4][C:5]1[CH:6]=[C:7]([CH:29]=[CH:30][C:31]=1[CH3:32])[NH:8][C:9]1[C:18]2[C:13](=[CH:14][C:15]([O:21]CC3C=CC=CC=3)=[C:16]([O:19][CH3:20])[CH:17]=2)[N:12]=[CH:11][N:10]=1)(=[O:3])[CH3:2]>[Pd].CO.CN(C=O)C.ClC(Cl)Cl>[C:1]([O:4][C:5]1[CH:6]=[C:7]([CH:29]=[CH:30][C:31]=1[CH3:32])[NH:8][C:9]1[C:18]2[C:13](=[CH:14][C:15]([OH:21])=[C:16]([O:19][CH3:20])[CH:17]=2)[N:12]=[CH:11][N:10]=1)(=[O:3])[CH3:2]. Procedure details: A mixture of 4-(3-acetoxy-4-methylanilino)-7-benzyloxy-6-methoxyquinazoline (2.68 g, 5.75 mmol) and 10% palladium-on-charcoal catalyst (0.27 g) in methanol (50 ml), DMF (12 ml) and trichloromethane (50 ml) was stirred at ambient temperature under hydrogen at 1.5 atmospheres pressure for 30 minutes. The catalyst was removed by filtration through diatomaceous earth and the solvent removed from filtrate by evaporation. The residue was triturated with ether, collected by filtration and dried under v...